From a dataset of the Open Reaction Database (ORD), a public repository of structured organic reaction records. describe an organic reaction: reactants, conditions, products, and yield Reactants: N#Cc1ccc2c(c1)OCCC2O, ClCCl, O=S(Cl)Cl. The product is N#Cc1ccc2c(c1)OCCC2Cl. RXN SMILES: [C:1](#[N:2])[c:3]1[cH:4][cH:5][c:6]2[c:11]([cH:12]1)[O:10][CH2:9][CH2:8][CH:7]2[OH:13].[Cl:18][CH2:19][Cl:20].[S:14]([Cl:15])([Cl:16])=[O:17]>>[C:1](#[N:2])[c:3]1[cH:4][cH:5][c:6]2[c:11]([cH:12]1)[O:10][CH2:9][CH2:8][CH:7]2[Cl:16]. Reactants: C(CN)N (ethylenediamine), N1CCOCC1 (morpholine), ClC[Si](OCC)(OCC)OCC (chloromethyltriethoxysilane). Conditions: time 30 minute. Product: N1CCOCC1 (morpholine), C(C)O[Si](OCC)(OCC)CN1CCOCC1 (4-(triethoxysilylmethyl)-tetrahydro-1,4-oxazine). The yield is 74.2%. RXN SMILES: [NH:1]1[CH2:6][CH2:5][O:4][CH2:3][CH2:2]1.Cl[CH2:8][Si:9]([O:16][CH2:17][CH3:18])([O:13][CH2:14][CH3:15])[O:10][CH2:11][CH3:12].C(N)CN>>[NH:1]1[CH2:6][CH2:5][O:4][CH2:3][CH2:2]1.[CH2:14]([O:13][Si:9]([CH2:8][N:1]1[CH2:6][CH2:5][O:4][CH2:3][CH2:2]1)([O:16][CH2:17][CH3:18])[O:10][CH2:11][CH3:12])[CH3:15]. Reported procedure: 82 g of dry morpholine (pKb 5.67) were heated to 120° C. in a 500 ml four-necked flask having a reflux condenser, KPG stirrer and thermometer and 80 g of chloromethyltriethoxysilane were added in the course of 180 min with stirring. After the end of the addition, the temperature was reduced to 105° C. and 226.6 g of ethylenediamine (pKb 4.07) were added to the mixture in the course of 10 min with stirring, phase separation occurring. At constant temperature, stirring was effected for a further 3... Reactants: FC(C=1C=C(C(=O)N2CCC3(C(NC(N3C3=C(C=CC=C3)C)=O)=O)CC2)C=C(C1)C(F)(F)F)(F)F (8-(3,5-bis-trifluoromethyl-benzoyl)-1-o-tolyl-1,3,8-triaza-spiro[4.5]decane-2,4-dione), CC1=CC(=NO1)CO (5-methylisoxazole-3-methanol). Product: FC(C=1C=C(C(=O)N2CCC3(C(N(C(N3C3=C(C=CC=C3)C)=O)CC3=NOC(=C3)C)=O)CC2)C=C(C1)C(F)(F)F)(F)F (8-(3,5-Bis-trifluoromethyl-benzoyl)-3-(5-methyl-isoxazol-3-yl-methyl)-1-o-tolyl-1,3,8-triaza-spiro[4.5]decane-2,4-dione). RXN SMILES: [F:1][C:2]([F:35])([F:34])[C:3]1[CH:4]=[C:5]([CH:27]=[C:28]([C:30]([F:33])([F:32])[F:31])[CH:29]=1)[C:6]([N:8]1[CH2:26][CH2:25][C:11]2([N:15]([C:16]3[CH:21]=[CH:20][CH:19]=[CH:18][C:17]=3[CH3:22])[C:14](=[O:23])[NH:13][C:12]2=[O:24])[CH2:10][CH2:9]1)=[O:7].[CH3:36][C:37]1[O:41][N:40]=[C:39]([CH2:42]O)[CH:38]=1>>[F:35][C:2]([F:1])([F:34])[C:3]1[CH:4]=[C:5]([CH:27]=[C:28]([C:30]([F:33])([F:32])[F:31])[CH:29]=1)[C:6]([N:8]1[CH2:26][CH2:25][C:11]2([N:15]([C:16]3[CH:21]=[CH:20][CH:19]=[CH:18][C:17]=3[CH3:22])[C:14](=[O:23])[N:13]([CH2:42][C:39]3[CH:38]=[C:37]([CH3:36])[O:41][N:40]=3)[C:12]2=[O:24])[CH2:10][CH2:9]1)=[O:7]. Procedure: The title compound, MS: m/e=595.0 (M+), was prepared in accordance with the general method of example 121 from 8-(3,5-bis-trifluoromethyl-benzoyl)-1-o-tolyl-1,3,8-triaza-spiro[4.5]decane-2,4-dione and 5-methylisoxazole-3-methanol. Starting materials: [H-].[Al+3].[Li+].[H-].[H-].[H-] (lithium aluminum hydride), CC=1NC2=CC=CC=C2C1C(C(=O)N1CCC(CC1)OC1=CC=C(C=C1)F)=O (1-(2-methylindol-3-ylglyoxyloyl)-4-(p-fluorophenoxy)piperidine). The solvent is O1CCCC1 (tetrahydrofuran), O1CCCC1 (tetrahydrofuran). The product is FC1=CC=C(OC2CCN(CC2)CCC2=C(NC3=CC=CC=C23)C)C=C1 (3-{2-[4-(p-fluorophenoxy)piperidyl]ethyl}-2-methylindole). Reaction SMILES: [H-].[Al+3].[Li+].[H-].[H-].[H-].[CH3:7][C:8]1[NH:9][C:10]2[C:15]([C:16]=1[C:17](=O)[C:18]([N:20]1[CH2:25][CH2:24][CH:23]([O:26][C:27]3[CH:32]=[CH:31][C:30]([F:33])=[CH:29][CH:28]=3)[CH2:22][CH2:21]1)=O)=[CH:14][CH:13]=[CH:12][CH:11]=2>O1CCCC1>[F:33][C:30]1[CH:29]=[CH:28][C:27]([O:26][CH:23]2[CH2:22][CH2:21][N:20]([CH2:18][CH2:17][C:16]3[C:15]4[C:10](=[CH:11][CH:12]=[CH:13][CH:14]=4)[NH:9][C:8]=3[CH3:7])[CH2:25][CH2:24]2)=[CH:32][CH:31]=1 |f:0.1.2.3.4.5|. Procedure details: By following the manipulative procedure described in Example 2(d), 5.5 g of lithium aluminum hydride in 160 ml. of tetrahydrofuran and 12.0 g of 1-(2-methylindol-3-ylglyoxyloyl)-4-(p-fluorophenoxy)piperidine in 120 ml. of tetrahydrofuran are reacted to produce a white solid. The solid is recrystallized from an ethanol and water mixture (charcoal treatment) to give a white powder of 3-{2-[4-(p-fluorophenoxy)piperidyl]ethyl}-2-methylindole, m.p. 97°-99° C.